From a dataset of the Open Reaction Database (ORD), a public repository of structured organic reaction records. describe an organic reaction: reactants, conditions, products, and yield The reactants are CN(C)\C=C/1\CN(CC1=O)C(=O)OC(C)(C)C (tert-butyl (3Z)-3-[(dimethylamino)methylene]-4-oxopyrrolidine-1-carboxylate), O.NN (hydrazine hydrate). Run in C1(=CC=CC=C1)C (toluene). Run at temperature 5 celsius, time 10 hour. Product: OC12NN=CC1CN(C2)C(=O)OC(C)(C)C (tert-butyl 6a-hydroxy-3a,4,6,6a-tetrahydropyrrol[3,4-c]pyrazole-5(1H)-carboxylate). Reaction SMILES: C[N:2](/[CH:4]=[C:5]1/[CH2:6][N:7]([C:11]([O:13][C:14]([CH3:17])([CH3:16])[CH3:15])=[O:12])[CH2:8][C:9]/1=[O:10])C.O.[NH2:19]N>C1(C)C=CC=CC=1>[OH:10][C:9]12[CH2:8][N:7]([C:11]([O:13][C:14]([CH3:17])([CH3:16])[CH3:15])=[O:12])[CH2:6][CH:5]1[CH:4]=[N:2][NH:19]2 |f:1.2|. Reported procedure: To a solution of tert-butyl (3Z)-3-[(dimethylamino)methylene]-4-oxopyrrolidine-1-carboxylate (58.2 kg, 242 mol) in toluene (251 kg) at 35-45° C. was added hydrazine hydrate (14.6 kg, 290 mol) via drop-wise addition over 2 h. The mixture was then stirred for 10 h at this temperature. The batch was then cooled to 0-10° C. and the slurry stirred for 6 h. This slurry was then filtered and the cake washed with n-heptane. The solids were then dried under vacuum overnight at 35-50° C. to give tert-buty... Starting materials: CC(C)(C)[O-], Cc1ccccc1, O=C1CSC(c2cccc(Cl)c2)N1CCCN1CCCCC1, O=Cc1cccc(Cl)c1, [K+]. The product is O=C1C(=Cc2cccc(Cl)c2)SC(c2cccc(Cl)c2)N1CCCN1CCCCC1. As a reaction SMILES: [CH3:32][C:33]([CH3:34])([O-:35])[CH3:36].[CH3:38][c:39]1[cH:40][cH:41][cH:42][cH:43][cH:44]1.[Cl:1][c:2]1[cH:3][c:4]([CH:8]2[S:9][CH2:10][C:11](=[O:22])[N:12]2[CH2:13][CH2:14][CH2:15][N:16]2[CH2:17][CH2:18][CH2:19][CH2:20][CH2:21]2)[cH:5][cH:6][cH:7]1.[Cl:23][c:24]1[cH:25][c:26]([CH:27]=[O:28])[cH:29][cH:30][cH:31]1.[K+:37]>>[Cl:1][c:2]1[cH:3][c:4]([CH:8]2[S:9][C:10](=[CH:27][c:26]3[cH:25][c:24]([Cl:23])[cH:31][cH:30][cH:29]3)[C:11](=[O:22])[N:12]2[CH2:13][CH2:14][CH2:15][N:16]2[CH2:17][CH2:18][CH2:19][CH2:20][CH2:21]2)[cH:5][cH:6][cH:7]1.